From a dataset of the Open Reaction Database (ORD), a public repository of structured organic reaction records. describe an organic reaction: reactants, conditions, products, and yield Starting materials: ClC1=NC=CC(=C1)Cl (2,4-dichloropyridine), CC1=C(N)C=C(C=C1)[N+](=O)[O-] (2-methyl-5-nitroaniline), C1(=CC=CC=C1)P(C1=C(C2=CC=CC=C2C=C1)C1=C(C=CC2=CC=CC=C12)P(C1=CC=CC=C1)C1=CC=CC=C1)C1=CC=CC=C1 ((±)-2,2′-bis(diphenylphosphino)-1,1′-binaphthyl), C([O-])([O-])=O.[Cs+].[Cs+] (cesium carbonate). The reagents and catalysts are C(C)(=O)[O-].[Pd+2].C(C)(=O)[O-] (palladium (II) acetate). Solvent: C1(=CC=CC=C1)C (toluene). Run at temperature 70 celsius. Product: ClC1=CC(=NC=C1)NC1=C(C=CC(=C1)[N+](=O)[O-])C (2-[(4-chloro)pyridin-2-ylamino]-1-methyl-4-nitrobenzene). Yield: 34.2%. As a reaction SMILES: Cl[C:2]1[CH:7]=[C:6]([Cl:8])[CH:5]=[CH:4][N:3]=1.[CH3:9][C:10]1[CH:16]=[CH:15][C:14]([N+:17]([O-:19])=[O:18])=[CH:13][C:11]=1[NH2:12].C1(P(C2C=CC=CC=2)C2C=CC3C(=CC=CC=3)C=2C2C3C(=CC=CC=3)C=CC=2P(C2C=CC=CC=2)C2C=CC=CC=2)C=CC=CC=1.C(=O)([O-])[O-].[Cs+].[Cs+]>C([O-])(=O)C.[Pd+2].C([O-])(=O)C.C1(C)C=CC=CC=1>[Cl:8][C:6]1[CH:5]=[CH:4][N:3]=[C:2]([NH:12][C:11]2[CH:13]=[C:14]([N+:17]([O-:19])=[O:18])[CH:15]=[CH:16][C:10]=2[CH3:9])[CH:7]=1 |f:3.4.5,6.7.8|. Procedure: To 2.00 g of 2,4-dichloropyridine, 2.26 g of 2-methyl-5-nitroaniline, 121 mg of palladium (II) acetate, 336 mg of (±)-2,2′-bis(diphenylphosphino)-1,1′-binaphthyl [(±)-BINAP] and 6.16 g of cesium carbonate, 120 ml of toluene was added, and then the mixture was stirred with heating at 70° C. for 23 hours under an argon atmosphere. After insolubles were removed by filtration, the solvent was distilled off under reduced pressure. The residue was purified by silica gel column chromatography to obtain... Reactants: O=CO, O=C(Cc1cccs1)NC1C(=O)N2C(C(=O)OC(c3ccccc3)c3ccccc3)=C(c3cnc(Nc4ccccc4)s3)CSC12. Product: O=C(Cc1cccs1)NC1C(=O)N2C(C(=O)O)=C(c3cnc(Nc4ccccc4)s3)CSC12. As a reaction SMILES: [CH:47]([OH:48])=[O:49].[NH:1]([c:2]1[cH:3][cH:4][cH:5][cH:6][cH:7]1)[c:8]1[s:9][c:10]([C:13]2=[C:14]([C:31](=[O:32])[O:33][CH:34]([c:35]3[cH:36][cH:37][cH:38][cH:39][cH:40]3)[c:41]3[cH:42][cH:43][cH:44][cH:45][cH:46]3)[N:15]3[C:16](=[O:30])[CH:17]([NH:21][C:22]([CH2:23][c:24]4[s:25][cH:26][cH:27][cH:28]4)=[O:29])[CH:18]3[S:19][CH2:20]2)[cH:11][n:12]1>>[NH:1]([c:2]1[cH:3][cH:4][cH:5][cH:6][cH:7]1)[c:8]1[s:9][c:10]([C:13]2=[C:14]([C:31](=[O:32])[OH:33])[N:15]3[C:16](=[O:30])[CH:17]([NH:21][C:22]([CH2:23][c:24]4[s:25][cH:26][cH:27][cH:28]4)=[O:29])[CH:18]3[S:19][CH2:20]2)[cH:11][n:12]1. Reactants: CC(=O)Sc1ccc(OS(C)(=O)=O)cc1, CO, Cl. The product is CS(=O)(=O)Oc1ccc(S)cc1. As a reaction SMILES: [C:1](=[O:2])([CH3:3])[S:4][c:5]1[cH:6][cH:7][c:8]([O:11][S:12](=[O:13])(=[O:14])[CH3:15])[cH:9][cH:10]1.[CH3:17][OH:18].[ClH:16]>>[SH:4][c:5]1[cH:6][cH:7][c:8]([O:11][S:12](=[O:13])(=[O:14])[CH3:15])[cH:9][cH:10]1. Reactants: COC1=C(C=CC=C1)NC1=NC=CC(=N1)C=1C=NC=CC1 (N-(2-methoxyphenyl)-4-(3-pyridinyl)-2-pyrimidinamine). Run in Br (hydrobromic acid). Reaction conditions: time 8 hour. The product is N1=CC(=CC=C1)C1=NC(=NC=C1)NC1=C(C=CC=C1)O (2-[[4-(3-Pyridinyl)-2-pyrimidinyl]amino]phenol). Yield: 10.5%. RXN SMILES: C[O:2][C:3]1[CH:8]=[CH:7][CH:6]=[CH:5][C:4]=1[NH:9][C:10]1[N:15]=[C:14]([C:16]2[CH:17]=[N:18][CH:19]=[CH:20][CH:21]=2)[CH:13]=[CH:12][N:11]=1>Br>[N:18]1[CH:19]=[CH:20][CH:21]=[C:16]([C:14]2[CH:13]=[CH:12][N:11]=[C:10]([NH:9][C:4]3[CH:5]=[CH:6][CH:7]=[CH:8][C:3]=3[OH:2])[N:15]=2)[CH:17]=1. Reported procedure: A mixture of 35 g of N-(2-methoxyphenyl)-4-(3-pyridinyl)-2-pyrimidinamine in 200 ml of 47% aqueous hydrobromic acid was refluxed for 7 hours and then evaporated. The residue was mixed with saturated aqueous potassium bicarbonate and allowed to stand overnight, then filtered. The filtrate was concentrated, giving 3.5 g of the desired compound, mp 166°-169° C. Starting materials: C(C)(C)(C)OC(C(C)(C)O\N=C(/C(=O)N[C@H]1[C@H]2S(CC(=C(N2C1=O)C(=O)OC(C1=CC=CC=C1)C1=CC=CC=C1)CCl)=O)\C=1N=C(SC1)NC(=O)OC(C)(C)C)=O ((6R,7R)-benzhydryl 7-((Z)-2-(((1-(tert-butoxy)-2-methyl-1-oxopropan-2-yl)oxy)imino)-2-(2-((tert-butoxycarbonyl)amino)thiazol-4-yl)acetamido)-3-(chloromethyl)-8-oxo-5-thia-1-azabicyclo[4.2.0]oct-2-ene-2-carboxylate 5-oxide), [I-].[Na+] (sodium iodide). Solvent: CC(=O)C (acetone). Conditions: time 3 hour. Product: C(C)(C)(C)OC(C(C)(C)O\N=C(/C(=O)N[C@H]1[C@H]2S(CC(=C(N2C1=O)C(=O)OC(C1=CC=CC=C1)C1=CC=CC=C1)CI)=O)\C=1N=C(SC1)NC(=O)OC(C)(C)C)=O ((6R,7R)-benzhydryl 7-((Z)-2-(((1-(tert-butoxy)-2-methyl-1-oxopropan-2-yl)oxy)imino)-2-(2-((tert-butoxycarbonyl)amino)thiazol-4-yl)acetamido)-3-(iodomethyl)-8-oxo-5-thia-1-azabicyclo[4.2.0]oct-2-ene-2-carboxylate 5-oxide). Isolated yield 100.0%. As a reaction SMILES: [C:1]([O:5][C:6](=[O:57])[C:7]([O:10]/[N:11]=[C:12](/[C:44]1[N:45]=[C:46]([NH:49][C:50]([O:52][C:53]([CH3:56])([CH3:55])[CH3:54])=[O:51])[S:47][CH:48]=1)\[C:13]([NH:15][C@@H:16]1[C:23](=[O:24])[N:22]2[C@@H:17]1[S:18](=[O:43])[CH2:19][C:20]([CH2:41]Cl)=[C:21]2[C:25]([O:27][CH:28]([C:35]1[CH:40]=[CH:39][CH:38]=[CH:37][CH:36]=1)[C:29]1[CH:34]=[CH:33][CH:32]=[CH:31][CH:30]=1)=[O:26])=[O:14])([CH3:9])[CH3:8])([CH3:4])([CH3:3])[CH3:2].[I-:58].[Na+]>CC(C)=O>[C:1]([O:5][C:6](=[O:57])[C:7]([O:10]/[N:11]=[C:12](/[C:44]1[N:45]=[C:46]([NH:49][C:50]([O:52][C:53]([CH3:56])([CH3:55])[CH3:54])=[O:51])[S:47][CH:48]=1)\[C:13]([NH:15][C@@H:16]1[C:23](=[O:24])[N:22]2[C@@H:17]1[S:18](=[O:43])[CH2:19][C:20]([CH2:41][I:58])=[C:21]2[C:25]([O:27][CH:28]([C:35]1[CH:40]=[CH:39][CH:38]=[CH:37][CH:36]=1)[C:29]1[CH:34]=[CH:33][CH:32]=[CH:31][CH:30]=1)=[O:26])=[O:14])([CH3:9])[CH3:8])([CH3:4])([CH3:3])[CH3:2] |f:1.2|. Reported procedure: To a solution of (6R,7R)-benzhydryl 7-((Z)-2-(((1-(tert-butoxy)-2-methyl-1-oxopropan-2-yl)oxy)imino)-2-(2-((tert-butoxycarbonyl)amino)thiazol-4-yl)acetamido)-3-(chloromethyl)-8-oxo-5-thia-1-azabicyclo[4.2.0]oct-2-ene-2-carboxylate 5-oxide (2.68 g, 3.18 mmol) in acetone (40 mL) was added sodium iodide (0.715 g, 4.77 mmol). The mixture was stirred at room temperature over 3 h. LCMS indicated completion of the reaction. The solid was filtered off, the filtrate was concentrated under vacuum to affor... Starting materials: C(#N)CNC([C@@H](NC1=NC(=NC=C1)F)CC1CCCCC1)=O (N˜1˜-(Cyanomethyl)-3-cyclohexyl-N˜2˜-(2-fluoropyrimidin-4-yl)-L-alaninamide), ClC1=CC=C(C=C1)N1CCNCC1 (4(4-chlorophenyl)piperazine). Yields the product ClC1=CC=C(C=C1)N1CCN(CC1)C1=NC=CC(=N1)N[C@@H](CC1CCCCC1)C(=O)NCC#N (N˜2˜-{2-[4-(4-Chlorophenyl)piperazin-1-yl]pyrimidin-4-yl}-N˜1˜-(cyanomethyl)-3-cyclohexyl-L-alaninamide). Reaction SMILES: [C:1]([CH2:3][NH:4][C:5](=[O:22])[C@H:6]([CH2:15][CH:16]1[CH2:21][CH2:20][CH2:19][CH2:18][CH2:17]1)[NH:7][C:8]1[CH:13]=[CH:12][N:11]=[C:10](F)[N:9]=1)#[N:2].[Cl:23][C:24]1[CH:29]=[CH:28][C:27]([N:30]2[CH2:35][CH2:34][NH:33][CH2:32][CH2:31]2)=[CH:26][CH:25]=1>>[Cl:23][C:24]1[CH:25]=[CH:26][C:27]([N:30]2[CH2:35][CH2:34][N:33]([C:10]3[N:9]=[C:8]([NH:7][C@H:6]([C:5]([NH:4][CH2:3][C:1]#[N:2])=[O:22])[CH2:15][CH:16]4[CH2:21][CH2:20][CH2:19][CH2:18][CH2:17]4)[CH:13]=[CH:12][N:11]=3)[CH2:32][CH2:31]2)=[CH:28][CH:29]=1. Reported procedure: The title compound was prepared from the product of example 8 step (ii) (0.2 g) and 4(4-chlorophenyl)piperazine (0.66 g) by the method of example 1 step (iv). Yield 0.2 g. Reactants: ClC1=NC(=CC(=N1)C)C (2-chloro-4,6-dimethyl-pyrimidine), C(C)(C)(C)OC(=O)N1CCC(CC1)N (4-amino-piperidine-1-carboxylic acid tert-butyl ester), C(C)N(C(C)C)C(C)C (N-ethyl diisopropylamine). Run in C(C)#N (acetonitrile), CC(=O)N(C)C (DMAc). Conditions: time 30 minute. The product is C(C)(C)(C)OC(=O)N1CCC(CC1)NC1=NC(=CC(=N1)C)C (4-(4,6-Dimethyl-pyrimidin-2-ylamino)-piperidine-1-carboxylic acid tert-butyl ester). RXN SMILES: Cl[C:2]1[N:7]=[C:6]([CH3:8])[CH:5]=[C:4]([CH3:9])[N:3]=1.[C:10]([O:14][C:15]([N:17]1[CH2:22][CH2:21][CH:20]([NH2:23])[CH2:19][CH2:18]1)=[O:16])([CH3:13])([CH3:12])[CH3:11].C(N(C(C)C)C(C)C)C>C(#N)C.CC(N(C)C)=O>[C:10]([O:14][C:15]([N:17]1[CH2:22][CH2:21][CH:20]([NH:23][C:2]2[N:7]=[C:6]([CH3:8])[CH:5]=[C:4]([CH3:9])[N:3]=2)[CH2:19][CH2:18]1)=[O:16])([CH3:13])([CH3:11])[CH3:12]. Reported procedure: A mixture of 2-chloro-4,6-dimethyl-pyrimidine (1.50 g, 10.52 mmol, 1.0 equiv; commercially available), 4-amino-piperidine-1-carboxylic acid tert-butyl ester (2.53 g, 12.62 mmol, 1.2 equiv; commercially available) and N-ethyl diisopropylamine (2.15 mL, 1.63 g, 12.62 mmol, 1.2 equiv) in acetonitrile (8 mL) and DMAc (2 mL) was heated by microwave irradiation to 160° C. for 1 h and then to 180° C. for 30 min. The reaction mixture was concentrated under reduced pressure and the crude material purifie... Reactants: COC(=O)Cl, [H-], O=[N+]([O-])c1cccc2[nH]ncc12, [Na+], CN(C)C=O, O. Product: COC(=O)n1ncc2c([N+](=O)[O-])cccc21. As a reaction SMILES: [Cl:15][C:16](=[O:17])[O:18][CH3:19].[H-:2].[N+:3](=[O:4])([O-:5])[c:6]1[c:7]2[cH:8][n:9][nH:10][c:11]2[cH:12][cH:13][cH:14]1.[Na+:1].[O:21]=[CH:22][N:23]([CH3:24])[CH3:25].[OH2:20]>>[N+:3](=[O:4])([O-:5])[c:6]1[c:7]2[cH:8][n:9][n:10]([C:16](=[O:17])[O:18][CH3:19])[c:11]2[cH:12][cH:13][cH:14]1. Starting materials: CC(=O)[O-], CC(=O)[O-], C=Cn1cnc2c(Nc3ccc(P(C)(C)=O)cc3)ncnc21, CCN(C(C)C)C(C)C, Cc1ccnc(Cl)c1I, CN(C)C=O, [Pd+2], Cc1ccccc1P(c1ccccc1C)c1ccccc1C. Yields the product Cc1ccnc(Cl)c1C=Cn1cnc2c(Nc3ccc(P(C)(C)=O)cc3)ncnc21. RXN SMILES: [C:68]([O-:69])(=[O:70])[CH3:71].[C:73]([O-:74])(=[O:75])[CH3:76].[CH3:1][P:2](=[O:3])([CH3:4])[c:5]1[cH:6][cH:7][c:8]([NH:11][c:12]2[c:13]3[n:14][cH:15][n:16]([CH:21]=[CH2:22])[c:17]3[n:18][cH:19][n:20]2)[cH:9][cH:10]1.[CH:32]([N:33]([CH:34]([CH3:35])[CH3:36])[CH2:37][CH3:38])([CH3:39])[CH3:40].[Cl:23][c:24]1[n:25][cH:26][cH:27][c:28]([CH3:31])[c:29]1[I:30].[O:63]=[CH:64][N:65]([CH3:66])[CH3:67].[Pd+2:72].[c:41]1([CH3:42])[cH:43][cH:44][cH:45][cH:46][c:47]1[P:48]([c:49]1[cH:50][cH:51][cH:52][cH:53][c:54]1[CH3:55])[c:56]1[cH:57][cH:58][cH:59][cH:60][c:61]1[CH3:62]>>[CH3:1][P:2](=[O:3])([CH3:4])[c:5]1[cH:6][cH:7][c:8]([NH:11][c:12]2[c:13]3[n:14][cH:15][n:16]([CH:21]=[CH:22][c:29]4[c:24]([Cl:23])[n:25][cH:26][cH:27][c:28]4[CH3:31])[c:17]3[n:18][cH:19][n:20]2)[cH:9][cH:10]1.